This data is from the Open Reaction Database (ORD), a public repository of structured organic reaction records. The task is: describe an organic reaction: reactants, conditions, products, and yield Starting materials: O=P(Cl)(Cl)Cl (POCl3), CN(C)C=O (DMF), CC1=CC=C(C=C1)S(=O)(=O)N1CCC(CC1)=O (1-[(4-methylphenyl) sulfonyl]piperidin-4-one). Reaction conditions: time 2 hour. The product is ClC1=C(CN(CC1)S(=O)(=O)C1=CC=C(C=C1)C)C=O (4-chloro-1-[(4-methylphenyl)sulfonyl]-1,2,5,6-tetrahydropyridine-3-carbaldehyde). RXN SMILES: O=P(Cl)(Cl)[Cl:3].CN([CH:9]=[O:10])C.[CH3:11][C:12]1[CH:17]=[CH:16][C:15]([S:18]([N:21]2[CH2:26][CH2:25][C:24](=O)[CH2:23][CH2:22]2)(=[O:20])=[O:19])=[CH:14][CH:13]=1>>[Cl:3][C:24]1[CH2:25][CH2:26][N:21]([S:18]([C:15]2[CH:16]=[CH:17][C:12]([CH3:11])=[CH:13][CH:14]=2)(=[O:20])=[O:19])[CH2:22][C:23]=1[CH:9]=[O:10]. Procedure: A solution of POCl3 (1.5 eq.) in DMF (2.5 eq) at 0° C. was stirred for 15 min. 1-[(4-methylphenyl) sulfonyl]piperidin-4-one (1.0 eq) obtained from step I was added to the above solution and the reaction was continued at room temperature for 2 h Reaction was quenched with water and the organic layer was separated, dried over anhydrous Na2SO4 and concentrated under reduced pressure to afford crude product, which, on purification by column chromatography afforded the desired 4-chloro-1-[(4-methylph... Starting materials: O.O.O.O.O.O.O.O.O.[S-2].[Na+].[Na+] (sodium sulphide nonahydrate), C(C)OC(C(NC(C(CCC1=CC=CC=C1)CSC(C)=O)=O)C=1SC(=CC1)CN1N=NC(=C1C(=O)OC)C(=O)OC)=O (2-[5-{4,5-di(methoxycarbonyl)triazol-1-ylmethyl}thien-2-yl]-N-[2-(acetylthiomethyl)-4-phenylbutyryl]glycine ethyl ester). Run in O (water), CO (methanol). Yields the product C(=O)(O)C=1N=NN(C1C(=O)O)CC1=CC=C(S1)C(NC(C(CCC1=CC=CC=C1)CS)=O)C(=O)O (2-[5-(4,5-Dicarboxytriazol-1-ylmethyl)thien-2-yl]-N-[2-(mercaptomethyl)-4-phenylbutyryl]glycine). The yield is 27.4%. RXN SMILES: O.O.O.O.O.O.O.O.O.[S-2].[Na+].[Na+].C([O:15][C:16](=[O:54])[CH:17]([C:35]1[S:36][C:37]([CH2:40][N:41]2[C:45]([C:46]([O:48]C)=[O:47])=[C:44]([C:50]([O:52]C)=[O:51])[N:43]=[N:42]2)=[CH:38][CH:39]=1)[NH:18][C:19](=[O:34])[CH:20]([CH2:29][S:30]C(=O)C)[CH2:21][CH2:22][C:23]1[CH:28]=[CH:27][CH:26]=[CH:25][CH:24]=1)C>O.CO>[C:50]([C:44]1[N:43]=[N:42][N:41]([CH2:40][C:37]2[S:36][C:35]([CH:17]([C:16]([OH:54])=[O:15])[NH:18][C:19](=[O:34])[CH:20]([CH2:29][SH:30])[CH2:21][CH2:22][C:23]3[CH:24]=[CH:25][CH:26]=[CH:27][CH:28]=3)=[CH:39][CH:38]=2)[C:45]=1[C:46]([OH:48])=[O:47])([OH:52])=[O:51] |f:0.1.2.3.4.5.6.7.8.9.10.11|. Reported procedure: A solution of sodium sulphide nonahydrate (1.09 g) in water (6 ml) was added to a stirred solution of 2-[5-{4,5-di(methoxycarbonyl)triazol-1-ylmethyl}thien-2-yl]-N-[2-(acetylthiomethyl)-4-phenylbutyryl]glycine ethyl ester (Description 71) (400 mg) in methanol (6 ml). The mixture partitioned between ethyl acetate and water. The organic phase was washed with water and brine, dried over magnesium sulphate and evaporated. The residue was crystallised by trituration with ether and ethyl acetate, and ... Reactants: Brc1cncc(Br)c1, CSc1ccc(B(O)O)cc1, CCOC(C)=O. Product: CSc1ccc(-c2cncc(Br)c2)cc1. Reaction SMILES: [Br:12][c:13]1[cH:14][n:15][cH:16][c:17]([Br:18])[cH:19]1.[CH3:1][S:2][c:3]1[cH:4][cH:5][c:6]([B:9]([OH:10])[OH:11])[cH:7][cH:8]1.[CH3:20][CH2:21][O:22][C:23]([CH3:24])=[O:25]>>[CH3:1][S:2][c:3]1[cH:4][cH:5][c:6](-[c:17]2[cH:16][n:15][cH:14][c:13]([Br:12])[cH:19]2)[cH:7][cH:8]1.